Dataset: the Open Reaction Database (ORD), a public repository of structured organic reaction records. Task: describe an organic reaction: reactants, conditions, products, and yield Solvent: CN(C)C=O (DMF). Product: CC1(OC[C@@H](O1)CONC(=O)C=1C=C(C=2N(C1NC1=C(C=C(C=C1)I)F)C=NC2)F)C (8-Fluoro-5-(2-fluoro-4-iodo-phenylamino)-imidazo[1,5-a]pyridine-6-carboxylic acid ((R)-2,2-dimethyl-[1,3]dioxolan-4-ylmethoxy)-amide). The yield is 96.1%. Reactants: FC=1C=2N(C(=C(C1)C(=O)O)NC1=C(C=C(C=C1)I)F)C=NC2 (8-Fluoro-5-(2-fluoro-4-iodo-phenylamino)-imidazo[1,5-a]pyridine-6-carboxylic acid), CC1(OC[C@@H](O1)CON)C (O-((R)-2,2-dimethyl-[1,3]dioxolan-4-ylmethyl)-hydroxylamine), CCN=C=NCCCN(C)C (EDCI), C=1C=CC2=C(C1)N=NN2O (HOBt), CCN(C(C)C)C(C)C (DIPEA). Procedure: 8-Fluoro-5-(2-fluoro-4-iodo-phenylamino)-imidazo[1,5-a]pyridine-6-carboxylic acid (235 mg, 0.57 mmol), O-((R)-2,2-dimethyl-[1,3]dioxolan-4-ylmethyl)-hydroxylamine (92 mg, 0.62 mmol), EDCI (120 mg, 0.62 mmol), HOBt (84 mg, 0.62 mmol) and DIPEA (0.1 mL, 0.62 mmol) were dissolved in DMF (10 mL) and the reaction mixture stirred at room temperature for 72 hours before being concentrated in vacuo. The resultant residue was dissolved in ethyl acetate (10 mL), washed with aqueous saturated sodium bicarb... Reaction conditions: time 72 hour. RXN SMILES: [F:1][C:2]1[C:3]2[N:4]([CH:20]=[N:21][CH:22]=2)[C:5]([NH:11][C:12]2[CH:17]=[CH:16][C:15]([I:18])=[CH:14][C:13]=2[F:19])=[C:6]([C:8]([OH:10])=O)[CH:7]=1.[CH3:23][C:24]1([CH3:32])[O:28][C@@H:27]([CH2:29][O:30][NH2:31])[CH2:26][O:25]1.CCN=C=NCCCN(C)C.C1C=CC2N(O)N=NC=2C=1.CCN(C(C)C)C(C)C>CN(C=O)C>[CH3:23][C:24]1([CH3:32])[O:28][C@@H:27]([CH2:29][O:30][NH:31][C:8]([C:6]2[CH:7]=[C:2]([F:1])[C:3]3[N:4]([CH:20]=[N:21][CH:22]=3)[C:5]=2[NH:11][C:12]2[CH:17]=[CH:16][C:15]([I:18])=[CH:14][C:13]=2[F:19])=[O:10])[CH2:26][O:25]1. Reactants: C(C1=CC=CC=C1)NC(=O)N1N(CC(N2[C@@H]1CN(C([C@@H]2CC2=C(C=C(C=C2)O)F)=O)CC2=NC(=CC=C2)F)=O)CC=C ((6S,9aS)-N-benzyl-6-((2-fluoro-4-hydroxyphenyl)methyl)-8-((6-fluoropyridin-2-yl)methyl)-4,7-dioxo-2-(prop-2-en-1-yl)-octahydro-1H-pyrazino[2,1-c][1,2,4]triazine-1-carboxamide), N1CC(C1)N1C[C@@H](N(CC1)C)C ((2S)-4-(azetidin-3-yl)-1,2-dimethylpiperazine), resultant mixture. The solvent is N1=CC=CC=C1 (pyridine). Product: C(C1=CC=CC=C1)NC(=O)N1N(CC(N2[C@@H]1CN(C([C@@H]2CC2=C(C=C(C=C2)O)F)=O)CC2=NC(=CC=C2)N2CC(C2)N2C[C@@H](N(CC2)C)C)=O)CC=C ((6S,9aS)-N-Benzyl-8-((6-(3-((3S)-3,4-dimethylpiperazin-1-yl)azetidin-1-yl)pyridin-2-yl)methyl)-6-((2-fluoro-4-hydroxyphenyl)methyl)-4,7-dioxo-2-(prop-2-en-1-yl)-octahydro-1H-pyrazino[2,1-c][1,2,4]triazine-1-carboxamide). Isolated yield 58.2%. RXN SMILES: [CH2:1]([NH:8][C:9]([N:11]1[C@H:16]2[CH2:17][N:18]([CH2:31][C:32]3[CH:37]=[CH:36][CH:35]=[C:34](F)[N:33]=3)[C:19](=[O:30])[C@H:20]([CH2:21][C:22]3[CH:27]=[CH:26][C:25]([OH:28])=[CH:24][C:23]=3[F:29])[N:15]2[C:14](=[O:39])[CH2:13][N:12]1[CH2:40][CH:41]=[CH2:42])=[O:10])[C:2]1[CH:7]=[CH:6][CH:5]=[CH:4][CH:3]=1.[NH:43]1[CH2:46][CH:45]([N:47]2[CH2:52][CH2:51][N:50]([CH3:53])[C@@H:49]([CH3:54])[CH2:48]2)[CH2:44]1>N1C=CC=CC=1>[CH2:1]([NH:8][C:9]([N:11]1[C@H:16]2[CH2:17][N:18]([CH2:31][C:32]3[CH:37]=[CH:36][CH:35]=[C:34]([N:43]4[CH2:46][CH:45]([N:47]5[CH2:52][CH2:51][N:50]([CH3:53])[C@@H:49]([CH3:54])[CH2:48]5)[CH2:44]4)[N:33]=3)[C:19](=[O:30])[C@H:20]([CH2:21][C:22]3[CH:27]=[CH:26][C:25]([OH:28])=[CH:24][C:23]=3[F:29])[N:15]2[C:14](=[O:39])[CH2:13][N:12]1[CH2:40][CH:41]=[CH2:42])=[O:10])[C:2]1[CH:7]=[CH:6][CH:5]=[CH:4][CH:3]=1. Reported procedure: To a mixed solution of (6S,9aS)-N-benzyl-6-((2-fluoro-4-hydroxyphenyl)methyl)-8-((6-fluoropyridin-2-yl)methyl)-4,7-dioxo-2-(prop-2-en-1-yl)-octahydro-1H-pyrazino[2,1-c][1,2,4]triazine-1-carboxamide (4.00 g 6.94 mmol) described in Production Example 1-1-6 and pyridine (100 mL) was added (2S)-4-(azetidin-3-yl)-1,2-dimethylpiperazine (2.35 g, 13.9 mmol) described in Production Example 4-3 at room temperature. The resultant mixture was stirred under reflux for 6 hours and 50 minutes. The reaction mi... Starting materials: C(C)(C)(C)OC(=O)N1CCNCC1 (N-tert-butoxycarbonyl-piperazine), C(#N)[BH3-].[Na+] (sodium cyanoborohydride), C(=O)(OCC1C2=CC=CC=C2C2=CC=CC=C12)N1CCC(CC1)=O (N-Fmoc-4-oxo-piperidine), C(C)O (ethyl alcohol). Reagents/catalysts: CC([O-])C.[Ti+4].CC([O-])C.CC([O-])C.CC([O-])C (titanium(IV) isopropoxide). Run in O (Water). Conditions: time 1 hour. The product is C(C)(C)(C)OC(=O)N1CCN(CC1)C1CCN(CC1)C(=O)OCC1C2=CC=CC=C2C2=CC=CC=C12 (4-(1-Fmoc-piperidin-4-yl)-piperazine-1-carboxylic acid tert-butyl ester). Yield: 20.7%. RXN SMILES: [C:1]([O:5][C:6]([N:8]1[CH2:13][CH2:12][NH:11][CH2:10][CH2:9]1)=[O:7])([CH3:4])([CH3:3])[CH3:2].[C:14]([N:31]1[CH2:36][CH2:35][C:34](=O)[CH2:33][CH2:32]1)([O:16][CH2:17][CH:18]1[C:30]2[C:25](=[CH:26][CH:27]=[CH:28][CH:29]=2)[C:24]2[C:19]1=[CH:20][CH:21]=[CH:22][CH:23]=2)=[O:15].C(O)C.C([BH3-])#N.[Na+]>CC(C)[O-].[Ti+4].CC(C)[O-].CC(C)[O-].CC(C)[O-].O>[C:1]([O:5][C:6]([N:8]1[CH2:13][CH2:12][N:11]([CH:34]2[CH2:33][CH2:32][N:31]([C:14]([O:16][CH2:17][CH:18]3[C:19]4[C:24](=[CH:23][CH:22]=[CH:21][CH:20]=4)[C:25]4[C:30]3=[CH:29][CH:28]=[CH:27][CH:26]=4)=[O:15])[CH2:36][CH2:35]2)[CH2:10][CH2:9]1)=[O:7])([CH3:4])([CH3:2])[CH3:3] |f:3.4,5.6.7.8.9|. Procedure details: N-tert-butoxycarbonyl-piperazine (1.86 g, 10 mmol, Lancaster), N-Fmoc-4-oxo-piperidine (3.21 g, 10 mmol, Aldrich) and titanium(IV) isopropoxide (3.72 mL, Aldrich) were combined, and the mixture was stirred at room temperature for 1 h. Then ethyl alcohol (10 mL) was added followed by sodium cyanoborohydride (0.47 g, 7.48 mmol, Aldrich), and the mixture was stirred overnight. Water (2 mL) was added and the mixture was filtered. The solid was washed with ethyl alcohol and the filtrate was combined.... Yields the product CCOC(=O)CCN1CCC(=O)CC1. RXN SMILES: [Br:14][CH2:15][CH2:16][C:17](=[O:18])[O:19][CH2:20][CH3:21].[C:8](=[O:9])([O-:10])[O-:11].[CH3:22][N:23]([CH3:24])[CH:25]=[O:26].[K+:12].[K+:13].[NH:1]1[CH2:2][CH2:3][C:4](=[O:7])[CH2:5][CH2:6]1>>[N:1]1([CH2:15][CH2:16][C:17](=[O:18])[O:19][CH2:20][CH3:21])[CH2:2][CH2:3][C:4](=[O:7])[CH2:5][CH2:6]1. The reactants are CCOC(=O)CCBr, O=C([O-])[O-], CN(C)C=O, [K+], [K+], O=C1CCNCC1. Yields the product COc1ccc(-c2ccc3c(c2)CCN3S(=O)(=O)c2ccc(C#N)cc2)nc1. As a reaction SMILES: [C:33](=[O:34])([O-:35])[O-:36].[CH3:40][N:41]([CH3:42])[CH:43]=[O:44].[CH3:45][CH2:46][O:47][C:48](=[O:49])[CH3:50].[Cs+:37].[Cs+:38].[I:1][c:2]1[n:3][cH:4][c:5]([O:8][CH3:9])[cH:6][cH:7]1.[OH2:39].[OH:10][B:11]([c:12]1[cH:13][c:14]2[c:18]([cH:19][cH:20]1)[N:17]([S:21](=[O:22])(=[O:23])[c:24]1[cH:25][cH:26][c:27]([C:28]#[N:29])[cH:30][cH:31]1)[CH2:16][CH2:15]2)[OH:32]>>[c:2]1(-[c:12]2[cH:13][c:14]3[c:18]([cH:19][cH:20]2)[N:17]([S:21](=[O:22])(=[O:23])[c:24]2[cH:25][cH:26][c:27]([C:28]#[N:29])[cH:30][cH:31]2)[CH2:16][CH2:15]3)[n:3][cH:4][c:5]([O:8][CH3:9])[cH:6][cH:7]1. Starting materials: O=C([O-])[O-], CN(C)C=O, CCOC(C)=O, [Cs+], [Cs+], COc1ccc(I)nc1, O, N#Cc1ccc(S(=O)(=O)N2CCc3cc(B(O)O)ccc32)cc1.